From a dataset of the Open Reaction Database (ORD), a public repository of structured organic reaction records. describe an organic reaction: reactants, conditions, products, and yield The reactants are ClCCl, Fc1ccc(C2CO2)cc1, NC(N)=S, O. The product is Fc1ccc(C2CS2)cc1. Reaction SMILES: [Cl:16][CH2:17][Cl:18].[F:1][c:2]1[cH:3][cH:4][c:5]([CH:8]2[O:9][CH2:10]2)[cH:6][cH:7]1.[NH2:11][C:12]([NH2:13])=[S:14].[OH2:15]>>[F:1][c:2]1[cH:3][cH:4][c:5]([CH:8]2[CH2:10][S:14]2)[cH:6][cH:7]1. The reactants are Cc1ccccc1, O=C(Cl)Cl, Cc1cc(=O)oc2cc(N)ccc12. Product: Cc1cc(=O)oc2cc(N=C=O)ccc12. RXN SMILES: [CH3:18][c:19]1[cH:20][cH:21][cH:22][cH:23][cH:24]1.[Cl:14][C:15]([Cl:16])=[O:17].[NH2:1][c:2]1[cH:3][cH:4][c:5]2[c:6]([CH3:13])[cH:7][c:8](=[O:12])[o:9][c:10]2[cH:11]1>>[N:1]([c:2]1[cH:3][cH:4][c:5]2[c:6]([CH3:13])[cH:7][c:8](=[O:12])[o:9][c:10]2[cH:11]1)=[C:15]=[O:17]. Reactants: COC(COC1=C2CCCC2=C(C=C1)S)=O ((7-Mercapto-indan-4-yloxy)-acetic acid methyl ester), ClCC1(CC=C(C=C1)OCC1=CC=CC=C1)OC (4-chloromethyl-(4-methoxy-benzyloxy-benzene)), OCC1=CC=C(C=C1)O (4-hydroxymethyl-phenol), BrCC1=CC=C(C=C1)OC (1-bromomethyl-4-methoxy-benzene), ClCC1(CC=C(C=C1)OCC1=CC=CC=C1)C(F)(F)F (4-Chloromethyl-(4-trifluoromethyl-benzyloxy-benzene)). Product: COC1=CC=C(COC2=CC=C(CSC=3C=CC(=C4CCCC34)OCC(=O)O)C=C2)C=C1 ({7-[4-(4-Methoxy-benzyloxy)-benzylsulfanyl]-indan-4-yloxy}-acetic acid). RXN SMILES: C[O:2][C:3](=[O:16])[CH2:4][O:5][C:6]1[CH:14]=[CH:13][C:12]([SH:15])=[C:11]2[C:7]=1[CH2:8][CH2:9][CH2:10]2.Cl[CH2:18][C:19]1(OC)[CH:24]=[CH:23][C:22]([O:25][CH2:26][C:27]2[CH:32]=[CH:31][CH:30]=[CH:29][CH:28]=2)=[CH:21][CH2:20]1.[OH:35][CH2:36]C1C=CC(O)=CC=1.BrCC1C=CC(OC)=CC=1.ClCC1(C(F)(F)F)C=CC(OCC2C=CC=CC=2)=CC1>>[CH3:36][O:35][C:30]1[CH:29]=[CH:28][C:27]([CH2:26][O:25][C:22]2[CH:21]=[CH:20][C:19]([CH2:18][S:15][C:12]3[CH:13]=[CH:14][C:6]([O:5][CH2:4][C:3]([OH:2])=[O:16])=[C:7]4[C:11]=3[CH2:10][CH2:9][CH2:8]4)=[CH:24][CH:23]=2)=[CH:32][CH:31]=1. Procedure details: The title compound was prepared in the manner analogous to Example 1F using 12C and 4-chloromethyl-(4-methoxy-benzyloxy-benzene) prepared from 4-hydroxymethyl-phenol and 1-bromomethyl-4-methoxy-benzene in the manner analagous to Examples 14A and 14B. MS m/z 465 (M+1). Reactants: COC(=O)c1cnc(Br)s1, CCOC(C)=O, CCN(C(C)C)C(C)C, Cc1[nH]c(C(=O)NC2CCNCC2C(=O)O)c(Cl)c1Cl, Cl, CN(C)C=O. The product is COC(=O)c1cnc(N2CCC(NC(=O)c3[nH]c(C)c(Cl)c3Cl)C(C(=O)O)C2)s1. RXN SMILES: [Br:22][c:23]1[s:24][c:25]([C:28](=[O:29])[O:30][CH3:31])[cH:26][n:27]1.[CH3:46][CH2:47][O:48][C:49]([CH3:50])=[O:51].[CH:32]([N:33]([CH2:34][CH3:35])[CH:36]([CH3:37])[CH3:38])([CH3:39])[CH3:40].[Cl:2][c:3]1[c:4]([C:10](=[O:11])[NH:12][CH:13]2[CH:14]([C:19](=[O:20])[OH:21])[CH2:15][NH:16][CH2:17][CH2:18]2)[nH:5][c:6]([CH3:9])[c:7]1[Cl:8].[ClH:1].[O:41]=[CH:42][N:43]([CH3:44])[CH3:45]>>[Cl:2][c:3]1[c:4]([C:10](=[O:11])[NH:12][CH:13]2[CH:14]([C:19](=[O:20])[OH:21])[CH2:15][N:16]([c:23]3[s:24][c:25]([C:28](=[O:29])[O:30][CH3:31])[cH:26][n:27]3)[CH2:17][CH2:18]2)[nH:5][c:6]([CH3:9])[c:7]1[Cl:8]. The reactants are CCCCC(Br)Cc1ccccc1, CCC(C)=O, ClCCl, [K+], [K+], NCCc1c[nH]c2ccc(OCCCCCCc3ccccc3)cc12, O=C([O-])[O-], Oc1ccc2[nH]ccc2c1. The product is c1ccc(CCCCCCOc2ccc3[nH]ccc3c2)cc1. RXN SMILES: [Br:42][CH:43]([CH2:44][CH2:45][CH2:46][CH3:47])[CH2:48][c:49]1[cH:50][cH:51][cH:52][cH:53][cH:54]1.[CH3:55][C:56](=[O:57])[CH2:58][CH3:59].[Cl:60][CH2:61][Cl:62].[K+:36].[K+:37].[NH2:1][CH2:2][CH2:3][c:4]1[cH:5][nH:6][c:7]2[cH:8][cH:9][c:10]([O:13][CH2:14][CH2:15][CH2:16][CH2:17][CH2:18][CH2:19][c:20]3[cH:21][cH:22][cH:23][cH:24][cH:25]3)[cH:11][c:12]12.[O-:38][C:39]([O-:40])=[O:41].[OH:26][c:27]1[cH:28][c:29]2[c:30]([cH:31][cH:32]1)[nH:33][cH:34][cH:35]2>>[cH:4]1[cH:5][nH:6][c:7]2[cH:8][cH:9][c:10]([O:13][CH2:14][CH2:15][CH2:16][CH2:17][CH2:18][CH2:19][c:20]3[cH:21][cH:22][cH:23][cH:24][cH:25]3)[cH:11][c:12]12.